This data is from the Open Reaction Database (ORD), a public repository of structured organic reaction records. The task is: describe an organic reaction: reactants, conditions, products, and yield The reactants are CI, CO, O=C(O)c1cc(S(=O)O)ccc1Cl, [Na+], [OH-], O. Product: CS(=O)(=O)c1ccc(Cl)c(C(=O)O)c1. RXN SMILES: [CH3:16][I:17].[CH3:18][OH:19].[Cl:1][c:2]1[c:3]([C:4](=[O:5])[OH:6])[cH:7][c:8]([S:11](=[O:12])[OH:13])[cH:9][cH:10]1.[Na+:15].[OH-:14].[OH2:20]>>[Cl:1][c:2]1[c:3]([C:4](=[O:5])[OH:6])[cH:7][c:8]([S:11](=[O:12])(=[O:13])[CH3:16])[cH:9][cH:10]1. Reactants: Oc1ccc2c(c1)CCC2, ClCCl, CCN=C=NCCCN(C)C, CCOC(C)=O, CN(C)c1ccncc1, Cl, O, O=C(O)CCNC(=O)C(Cc1ccc(-c2ccccc2)cc1)NCP(=O)(Oc1ccccc1)Oc1ccccc1. The product is O=C(CCNC(=O)C(Cc1ccc(-c2ccccc2)cc1)NCP(=O)(Oc1ccccc1)Oc1ccccc1)Oc1ccc2c(c1)CCC2. As a reaction SMILES: [CH2:1]1[CH2:2][CH2:3][c:4]2[cH:5][c:6]([OH:10])[cH:7][cH:8][c:9]21.[CH2:69]([Cl:70])[Cl:71].[CH3:52][N:53]([CH2:54][CH2:55][CH2:56][N:57]=[C:58]=[N:59][CH2:60][CH3:61])[CH3:62].[CH3:63][CH2:64][O:65][C:66](=[O:67])[CH3:68].[CH3:72][N:73]([c:74]1[cH:75][cH:76][n:77][cH:78][cH:79]1)[CH3:80].[ClH:51].[OH2:81].[c:11]1([O:17][P:18](=[O:19])([O:20][c:21]2[cH:22][cH:23][cH:24][cH:25][cH:26]2)[CH2:27][NH:28][CH:29]([C:30](=[O:31])[NH:32][CH2:33][CH2:34][C:35](=[O:36])[OH:37])[CH2:38][c:39]2[cH:40][cH:41][c:42](-[c:45]3[cH:46][cH:47][cH:48][cH:49][cH:50]3)[cH:43][cH:44]2)[cH:12][cH:13][cH:14][cH:15][cH:16]1>>[CH2:1]1[CH2:2][CH2:3][c:4]2[cH:5][c:6]([O:10][C:35]([CH2:34][CH2:33][NH:32][C:30]([CH:29]([NH:28][CH2:27][P:18]([O:17][c:11]3[cH:12][cH:13][cH:14][cH:15][cH:16]3)(=[O:19])[O:20][c:21]3[cH:22][cH:23][cH:24][cH:25][cH:26]3)[CH2:38][c:39]3[cH:40][cH:41][c:42](-[c:45]4[cH:46][cH:47][cH:48][cH:49][cH:50]4)[cH:43][cH:44]3)=[O:31])=[O:36])[cH:7][cH:8][c:9]21. Reactants: C1(=CC=CC=C1)NC1=NC=CC=C1C(=O)OC (methyl 2-phenylamino-3-pyridine carboxylate), N1=C(C=CC=C1)CC(=O)OCC (ethyl 2-pyridylacetate), CC(C)([O-])C.[K+] (potassium tertiary butoxide). Solvent: C(C)OCC (diethyl ether). Run at temperature 105 celsius. Yields the product OC1=C(C(N(C2=NC=CC=C12)C1=CC=CC=C1)=O)C1=NC=CC=C1 (4-hydroxy-1-phenyl-3-(2-pyridyl)-1,8-naphthyridin-2(1H)one). The yield is 78.6%. Reaction SMILES: [C:1]1([NH:7][C:8]2[C:13]([C:14]([O:16]C)=O)=[CH:12][CH:11]=[CH:10][N:9]=2)[CH:6]=[CH:5][CH:4]=[CH:3][CH:2]=1.[N:18]1[CH:23]=[CH:22][CH:21]=[CH:20][C:19]=1[CH2:24][C:25](OCC)=[O:26].CC(C)([O-])C.[K+]>C(OCC)C>[OH:16][C:14]1[C:13]2[C:8](=[N:9][CH:10]=[CH:11][CH:12]=2)[N:7]([C:1]2[CH:2]=[CH:3][CH:4]=[CH:5][CH:6]=2)[C:25](=[O:26])[C:24]=1[C:19]1[CH:20]=[CH:21][CH:22]=[CH:23][N:18]=1 |f:2.3|. Procedure details: To a stirred solution of 5.8 gm of methyl 2-phenylamino-3-pyridine carboxylate and 25 gm of ethyl 2-pyridylacetate there is added, portionwise, 5.7 gm of potassium tertiary butoxide under a nitrogen atmosphere. The system is heated to an internal temperature of 105° C. for 10 minutes. The reaction is cooled to room temperature, diluted with 100 ml of diethyl ether and the brown precipitate collected by filtration. The precipitate is washed with 200 ml water and the filtrate is acidified to pH 3-... Starting materials: SCCC(=O)O (3-Mercaptopropionic acid), C([O-])([O-])=O.[K+].[K+] (potassium carbonate), Cl (hydrochloric acid), C(=S)=S (carbon disulfide), ClCC#N (chloroacetonitrile). The solvent is C(C)#N (acetonitrile), O (Water), C(C)(=O)OCC.CCCCCC (ethyl acetate n-hexane). Conditions: time 2 hour. The product is C(SCC#N)(SCCC(=O)O)=S (cyanomethyl carboxyethyl trithiocarbonate), solid. The yield is 58.0%. RXN SMILES: [SH:1][CH2:2][CH2:3][C:4]([OH:6])=[O:5].C(=O)([O-])[O-].[K+].[K+].[C:13](=[S:15])=[S:14].Cl[CH2:17][C:18]#[N:19].Cl>C(#N)C.C(OCC)(=O)C.CCCCCC.O>[C:13](=[S:15])([S:1][CH2:2][CH2:3][C:4]([OH:6])=[O:5])[S:14][CH2:17][C:18]#[N:19] |f:1.2.3,8.9|. Reported procedure: 3-Mercaptopropionic acid (5.3 g, 0.05 mol) was added within 10 minutes to a stirring suspension of potassium carbonate (7.0 g, 0.051 mol) in acetonitrile (40 mL) at room temperature. The reaction mixture was added carbon disulfide (3.8 g, 0.05 mol). The resulting yellow mixture was kept stirring for two hours and then added chloroacetonitrile (3.78 g, 0.05 mol). The resulting mixture was allowed to stir at room temperature for further one hour. Water (50 mL) was added, the yellow aqueous solutio... Starting materials: C(C)OC(C1=NC=NC=C1C(C(C)C)NC)OCC ([1-(4-diethoxymethylpyrimidin-5-yl)-2-methylpropyl]methylamine), C([O-])([O-])=O.[K+].[K+] (potassium carbonate), C(C)#N (acetonitrile), C1(=CC=CC=C1)CC(=O)Cl (phenylacetyl chloride). Solvent: O (water). The product is C(C)OC(C1=NC=NC=C1C(C(C)C)N(C(CC1=CC=CC=C1)=O)C)OCC (N-[1-(4-diethoxymethylpyrimidin-5-yl)-2-methylpropyl]-N-methyl-2-phenyl acetamide). The yield is 70.3%. As a reaction SMILES: [CH2:1]([O:3][CH:4]([O:17][CH2:18][CH3:19])[C:5]1[C:10]([CH:11]([NH:15][CH3:16])[CH:12]([CH3:14])[CH3:13])=[CH:9][N:8]=[CH:7][N:6]=1)[CH3:2].C(=O)([O-])[O-].[K+].[K+].C(#N)C.[C:29]1([CH2:35][C:36](Cl)=[O:37])[CH:34]=[CH:33][CH:32]=[CH:31][CH:30]=1>O>[CH2:1]([O:3][CH:4]([O:17][CH2:18][CH3:19])[C:5]1[C:10]([CH:11]([N:15]([CH3:16])[C:36](=[O:37])[CH2:35][C:29]2[CH:34]=[CH:33][CH:32]=[CH:31][CH:30]=2)[CH:12]([CH3:13])[CH3:14])=[CH:9][N:8]=[CH:7][N:6]=1)[CH3:2] |f:1.2.3|. Procedure details: 8.3 g (0.031 mol) of [1-(4-diethoxymethylpyrimidin-5-yl)-2-methylpropyl]methylamine and 6.4 g (46 mmol) of potassium carbonate were added to 100 ml of acetonitrile, and then 5.8 g (0.038 mol) of phenylacetyl chloride was dropwise added at room temperature and reacted for 2 hours. After completion of the reaction, the product was poured into water and extracted with ethyl acetate. The organic layer was washed with an aqueous citric acid solution, water and an aqueous sodium chloride solution in t...